From a dataset of the Open Reaction Database (ORD), a public repository of structured organic reaction records. describe an organic reaction: reactants, conditions, products, and yield Starting materials: C(#N)C1(C2CC3CC(CC1C3)C2)COC2=CC(=C(C(=O)O)C=C2C2CC2)F (4-((2-cyanoadamantan-2-yl)methoxy)-5-cyclopropyl-2-fluorobenzoic acid), ClC=1C(=CC(=C(C(=O)O)C1)F)F (5-chloro-2,4-difluorobenzoic acid), CS(=O)(=O)N (methanesulfonamide), N1(CCC1)S(=O)(=O)N (azetidine-1-sulfonamide). Product: N1(CCC1)S(=O)(=O)NC(C1=C(C=C(C(=C1)Cl)F)F)=O (N-(azetidin-1-ylsulfonyl)-5-chloro-2,4-difluorobenzamide), powder. Isolated yield 70.0%. RXN SMILES: CS(N)(=O)=O.[N:6]1([S:10]([NH2:13])(=[O:12])=[O:11])[CH2:9][CH2:8][CH2:7]1.C(C1(COC2C(C3CC3)=CC(C(O)=O)=C(F)C=2)C2CC3CC(CC1C3)C2)#N.[Cl:41][C:42]1[C:43]([F:52])=[CH:44][C:45]([F:51])=[C:46]([CH:50]=1)[C:47](O)=[O:48]>>[N:6]1([S:10]([NH:13][C:47](=[O:48])[C:46]2[CH:50]=[C:42]([Cl:41])[C:43]([F:52])=[CH:44][C:45]=2[F:51])(=[O:12])=[O:11])[CH2:9][CH2:8][CH2:7]1. Reported procedure: Following the procedure as described in Example 332 Step 7 and making non-critical variations to replace methanesulfonamide with azetidine-1-sulfonamide and to replace 4-((2-cyanoadamantan-2-yl)methoxy)-5-cyclopropyl-2-fluorobenzoic acid with 5-chloro-2,4-difluorobenzoic acid, the title compound was obtained as a colorless powder (7.0 g, 70%): 1H NMR (300 MHz, DMSO-d6) δ 12.07 (br s, 1H), 7.99 (t, J=7.6 Hz, 1H), 7.71 (t, J=9.8 Hz, 1H), 4.03 (t, J=7.7 Hz, 4H), 2.20-2.10 (m, 2H); MS (ES−) m/z 309.... Starting materials: C(C#C)OCCC(=O)O (3-(prop-2-ynyloxy)propionic acid), C(C)(C)(C)C1(COC1)CO (3-t-butyl-3hydroxymethyloxetane). Yields the product C(C)(C)(C)C12COC(OC1)(OC2)CCOCC#C (4-t-Butyl-1-[2-(prop-2-ynyloxy)ethyl]-2,6,7-trioxabicyclo[2.2,2]octane). RXN SMILES: [CH2:1]([O:4][CH2:5][CH2:6][C:7]([OH:9])=[O:8])[C:2]#[CH:3].[C:10]([C:14]1([CH2:18]O)[CH2:17][O:16][CH2:15]1)([CH3:13])([CH3:12])[CH3:11]>>[C:10]([C:14]12[CH2:15][O:16][C:7]([CH2:6][CH2:5][O:4][CH2:1][C:2]#[CH:3])([O:9][CH2:18]1)[O:8][CH2:17]2)([CH3:13])([CH3:12])[CH3:11]. Reported procedure: 4-t-Butyl-1-[2-(prop-2-ynyloxy)ethyl]-2,6,7-trioxabicyclo[2.2,2]octane was prepared from 3-(prop-2-ynyloxy)propionic acid and 3-t-butyl-3hydroxymethyloxetane using methodology described in Example I.